The task is: describe an organic reaction: reactants, conditions, products, and yield. This data is from the Open Reaction Database (ORD), a public repository of structured organic reaction records. The reactants are O(C1=CC=CC=C1)CC1=CC=C(OC(C(=O)N)C)C=C1 (2-(4-phenoxymethylphenoxy)-propionamide), Cl (hydrochlorid), C(C)(=O)O (acetic acid). Solvent: O (water). Product: O(C1=CC=CC=C1)CC1=CC=C(OC(C(=O)O)C)C=C1 (2-(4-phenoxymethylphenoxy)-propionic acid). RXN SMILES: [O:1]([CH2:8][C:9]1[CH:20]=[CH:19][C:12]([O:13][CH:14]([CH3:18])[C:15](N)=[O:16])=[CH:11][CH:10]=1)[C:2]1[CH:7]=[CH:6][CH:5]=[CH:4][CH:3]=1.Cl.C(O)(=[O:24])C>O>[O:1]([CH2:8][C:9]1[CH:20]=[CH:19][C:12]([O:13][CH:14]([CH3:18])[C:15]([OH:24])=[O:16])=[CH:11][CH:10]=1)[C:2]1[CH:7]=[CH:6][CH:5]=[CH:4][CH:3]=1. Procedure details: A mixture of 1 g. of 2-(4-phenoxymethylphenoxy)-propionamide, 2 ml. of concentrated hydrochlorid acid, and 2 ml. of acetic acid is refluxed for 48 hours and, after adding water, worked up as usual, yielding 2-(4-phenoxymethylphenoxy)-propionic acid. Starting materials: CCOCC, COc1cc(OC)c(Cl)c(-c2ccc(C#N)c3ncc(N(C)CCN(C)C)nc23)c1Cl, [K+], [OH-], O, O, OCCO. Yields the product COc1cc(OC)c(Cl)c(-c2ccc(C(=O)O)c3ncc(N(C)CCN(C)C)nc23)c1Cl. As a reaction SMILES: [CH3:39][CH2:40][O:41][CH2:42][CH3:43].[Cl:3][c:4]1[c:5](-[c:15]2[cH:16][cH:17][c:18]([C:32]#[N:33])[c:19]3[n:20][cH:21][c:22]([N:25]([CH3:26])[CH2:27][CH2:28][N:29]([CH3:30])[CH3:31])[n:23][c:24]23)[c:6]([Cl:14])[c:7]([O:12][CH3:13])[cH:8][c:9]1[O:10][CH3:11].[K+:2].[OH-:1].[OH2:34].[OH2:44].[OH:35][CH2:36][CH2:37][OH:38]>>[O:1]=[C:32]([c:18]1[cH:17][cH:16][c:15](-[c:5]2[c:4]([Cl:3])[c:9]([O:10][CH3:11])[cH:8][c:7]([O:12][CH3:13])[c:6]2[Cl:14])[c:24]2[c:19]1[n:20][cH:21][c:22]([N:25]([CH3:26])[CH2:27][CH2:28][N:29]([CH3:30])[CH3:31])[n:23]2)[OH:34]. Starting materials: C(O)([O-])=O.[Na+] (sodium hydrogencarbonate), N1=CC=CC=C1 (Pyridine), FC(S(=O)(=O)OS(=O)(=O)C(F)(F)F)(F)F (trifluoromethanesulfonic anhydride), C(C)(C)(C)OC(=O)N1CCC(CC1)(C#CC(=O)OC)O (1-(tert-butoxycarbonyl)-4-hydroxy-4-(methoxycarbonyl-ethynyl)piperidine). Run in ClCCl (dichloromethane), ClCCl (dichloromethane). The product is C(C)(C)(C)OC(=O)N1CCC(=CC1)C#CC(=O)OC (1-(tert-Butoxycarbonyl)-4-(methoxycarbonylethynyl)-1,2,3,6-tetrahydropyridine). Yield: 54.3%. As a reaction SMILES: N1C=CC=CC=1.FC(F)(F)S(OS(C(F)(F)F)(=O)=O)(=O)=O.[C:22]([O:26][C:27]([N:29]1[CH2:34][CH2:33][C:32](O)([C:35]#[C:36][C:37]([O:39][CH3:40])=[O:38])[CH2:31][CH2:30]1)=[O:28])([CH3:25])([CH3:24])[CH3:23].C(=O)([O-])O.[Na+]>ClCCl>[C:22]([O:26][C:27]([N:29]1[CH2:30][CH:31]=[C:32]([C:35]#[C:36][C:37]([O:39][CH3:40])=[O:38])[CH2:33][CH2:34]1)=[O:28])([CH3:25])([CH3:24])[CH3:23] |f:3.4|. Procedure: Pyridine (1.12 ml) and trifluoromethanesulfonic anhydride (875 μl) were added dropwise to a solution of 1-(tert-butoxycarbonyl)-4-hydroxy-4-(methoxycarbonyl-ethynyl)piperidine (490 mg) in dichloromethane (15 ml) at −78° C. After heating the mixture to room temperature in 1 hour, a saturated aqueous solution (50 ml) of sodium hydrogencarbonate and dichloromethane (10 ml) were added to the reaction mixture to separate an organic layer. The organic layer was dried over anhydrous sodium sulfate. The... Reactants: CS(=O)C (dimethyl sulfoxide), CN1C(N(C(C=C1NCCNCC)=O)C)=O (N-(1,3-dimethyl-2,4-dioxopyrimidine-6-yl)-N'-ethylethylenediamine), CN1C(N(C(C=C1NCCNCC)=O)C)=O (N-(1,3-dimethyl-2,4-dioxopyrimidine-6-yl)-N'-ethylethylenediamine), CC1=COC2=C(C1=O)C(=CC=C2)OCCCBr (3-(3-methyl-4-oxo-4H-1-benzopyran-5-yl)oxypropyl bromide), CC1=COC2=C(C1=O)C(=CC=C2)OCCCBr (3-(3-methyl-4-oxo-4H-1-benzopyran-5-yl)oxypropyl bromide). The solvent is C(C)N(CC)CC (triethylamine). Run at time 6 hour. Product: CN1C(N(C(C=C1NCCN(CCCOC1=CC=CC2=C1C(C(=CO2)C)=O)CC)=O)C)=O (1,3-dimethyl-6-(2-[N-ethyl-N-[3-(3-methyl-4-oxo-4H-1-benzopyran-5-yl)oxypropyl]amino]ethylamino)-2,4(1H,3H)-pyrimidinedione). RXN SMILES: CS(C)=O.[CH3:5][N:6]1[C:11]([NH:12][CH2:13][CH2:14][NH:15][CH2:16][CH3:17])=[CH:10][C:9](=[O:18])[N:8]([CH3:19])[C:7]1=[O:20].[CH3:21][C:22]1[C:27](=[O:28])[C:26]2[C:29]([O:33][CH2:34][CH2:35][CH2:36]Br)=[CH:30][CH:31]=[CH:32][C:25]=2[O:24][CH:23]=1>C(N(CC)CC)C>[CH3:5][N:6]1[C:11]([NH:12][CH2:13][CH2:14][N:15]([CH2:16][CH3:17])[CH2:36][CH2:35][CH2:34][O:33][C:29]2[C:26]3[C:27](=[O:28])[C:22]([CH3:21])=[CH:23][O:24][C:25]=3[CH:32]=[CH:31][CH:30]=2)=[CH:10][C:9](=[O:18])[N:8]([CH3:19])[C:7]1=[O:20]. Reported procedure: To 5 ml of dimethyl sulfoxide were added 0.52 g of the previously obtained N-[1,3-dimethyl-2,4-dioxopyrimidine-6-yl]-N'-ethylethylenediamine (Compound 13), 0.7 g of 3-(3-methyl-4-oxo-4H-1-benzopyran-5-yl)oxypropyl bromide (Compound 2) and 0.5 ml of triethylamine, and reaction was carried out at 100° C. for 6 hours. The resultant reaction solution was cooled, and the formed white crystals were collected by filtration, washed with water, and then dried, thereby obtaining 0.56 g of 1,3-dimethyl-6-(...